This data is from the Open Reaction Database (ORD), a public repository of structured organic reaction records. The task is: describe an organic reaction: reactants, conditions, products, and yield Reactants: FC1=C(C=CC(=C1)F)CCC(=O)C1=CC(=C(N1)C)C (5-[3-(2,4-difluorophenyl)propionyl]-2,3-dimethylpyrrole), C1(CC1)CBr (cyclopropylmethyl bromide). Yields the product C1(CC1)CN1C(=C(C=C1C(CCC1=C(C=C(C=C1)F)F)=O)C)C (1-Cyclopropylmethyl-5-[3-(2,4-difluorophenyl)propionyl]-2,3-dimethylpyrrole). RXN SMILES: [F:1][C:2]1[CH:7]=[C:6]([F:8])[CH:5]=[CH:4][C:3]=1[CH2:9][CH2:10][C:11]([C:13]1[NH:17][C:16]([CH3:18])=[C:15]([CH3:19])[CH:14]=1)=[O:12].[CH:20]1([CH2:23]Br)[CH2:22][CH2:21]1>>[CH:20]1([CH2:23][N:17]2[C:13]([C:11](=[O:12])[CH2:10][CH2:9][C:3]3[CH:4]=[CH:5][C:6]([F:8])=[CH:7][C:2]=3[F:1])=[CH:14][C:15]([CH3:19])=[C:16]2[CH3:18])[CH2:22][CH2:21]1. Procedure details: The title compound was prepared as a yellow solid in 85.16 yield in a similar procedure to that described in Referential Example 97 by using 5-[3-(2,4-difluorophenyl)propionyl]-2,3-dimethylpyrrole and cyclopropylmethyl bromide.